From a dataset of the Open Reaction Database (ORD), a public repository of structured organic reaction records. describe an organic reaction: reactants, conditions, products, and yield Reactants: COC1=CC2=CC=CC=C2C=C1 (2-methoxynaphthalene), [Cl-].[Al+3].[Cl-].[Cl-] (aluminum chloride), C(C(=O)C)(=O)OC (methyl pyruvate). Solvent: ClC1=C(C=CC=C1)Cl (o-dichlorobenzene), ClC1=C(C=CC=C1)Cl (o-dichlorobenzene). Yields the product OC(C(=O)O)(C)C1=CC2=CC=C(C=C2C=C1)OC (2-hydroxy-2-(6-methoxy-2-naphthyl)propionic acid). The yield is 32.5%. Reaction SMILES: [CH3:1][O:2][C:3]1[CH:12]=[CH:11][C:10]2[C:5](=[CH:6][CH:7]=[CH:8][CH:9]=2)[CH:4]=1.[Cl-].[Al+3].[Cl-].[Cl-].[C:17]([O:22]C)(=[O:21])[C:18]([CH3:20])=[O:19]>ClC1C=CC=CC=1Cl>[OH:19][C:18]([C:8]1[CH:7]=[CH:6][C:5]2[C:10](=[CH:11][CH:12]=[C:3]([O:2][CH3:1])[CH:4]=2)[CH:9]=1)([CH3:20])[C:17]([OH:22])=[O:21] |f:1.2.3.4|. Reported procedure: In 20 ml of o-dichlorobenzene were placed 1.58 g of 2-methoxynaphthalene and 2.93 g of anhydrous aluminum chloride. By dissolving 2.04 g of methyl pyruvate in 5 ml of o-dichlorobenzene, the solution was added dropwise to the above mixture at 7° to 11° C. over 13 minutes while stirring. After stirring the mixture for further 30 minutes, ice-cold water was added thereto and the o-dichlorobenzene layer was separated. After washing with water, the o-dichlorobenzene layer was dried over anhydrous mag...